From a dataset of the Open Reaction Database (ORD), a public repository of structured organic reaction records. describe an organic reaction: reactants, conditions, products, and yield Isolated yield 5.0%. The product is Cl.OC1=CC=C(C2=C1NC(S2)=O)CCNCCCS(=O)(=O)NCCOCCC2=CC=C(C=C2)C (3-[2-(4-Hydroxy-2-oxo-3H-1,3-benzothiazol-7-yl)ethylamino]-N-[2-[2-(4-methylphenyl)ethoxy]ethyl]propanesulphonamide hydrochloride). Reaction SMILES: [CH3:1][C:2]1[CH:7]=[CH:6][C:5]([CH2:8][CH2:9][O:10][CH2:11][CH2:12][NH:13][S:14]([CH2:17][CH2:18][C:19](OC)=O)(=[O:16])=[O:15])=[CH:4][CH:3]=1.[H-].C([Al+]CC(C)C)C(C)C.[ClH:33].[NH2:34][CH2:35][CH2:36][C:37]1[C:45]2[S:44][C:43](=[O:46])[NH:42][C:41]=2[C:40]([OH:47])=[CH:39][CH:38]=1.C([BH3-])#N.[Na+]>>[ClH:33].[OH:47][C:40]1[C:41]2[NH:42][C:43](=[O:46])[S:44][C:45]=2[C:37]([CH2:36][CH2:35][NH:34][CH2:19][CH2:18][CH2:17][S:14]([NH:13][CH2:12][CH2:11][O:10][CH2:9][CH2:8][C:5]2[CH:4]=[CH:3][C:2]([CH3:1])=[CH:7][CH:6]=2)(=[O:15])=[O:16])=[CH:38][CH:39]=1 |f:1.2,3.4,5.6,7.8|. Procedure: The title compound (0.2 g) was prepared according to the procedure in example 5 part e using methyl 3-[2-[2-(4-methylphenyl)ethoxy]ethylaminosulphonyl]propanoate (2.49 g), diisobutylaluminiumhydride (1.5M in toluene, 7.5 ml), 7-(2-aminoethyl)-4-hydroxy-1,3-benzothiazol-2(3H)-one hydrochloride (2.2 g) and sodium cyanoborohydride (0.48 g). Reactants: CC1=CC=C(C=C1)CCOCCNS(=O)(=O)CCC(=O)OC (methyl 3-[2-[2-(4-methylphenyl)ethoxy]ethylaminosulphonyl]propanoate), C(#N)[BH3-].[Na+] (sodium cyanoborohydride), [H-].C(C(C)C)[Al+]CC(C)C (diisobutylaluminiumhydride), Cl.NCCC1=CC=C(C=2NC(SC21)=O)O (7-(2-aminoethyl)-4-hydroxy-1,3-benzothiazol-2(3H)-one hydrochloride). Reactants: COc1ccc(CN2Cc3c(-c4ccc(F)cc4Cl)cc(CN4CC5CC4CN5C(C)C)cc3N(c3c(Cl)cccc3Cl)C2=O)cc1, [Na+], [OH-], O=C(O)C(F)(F)F. Product: CC(C)N1CC2CC1CN2Cc1cc(-c2ccc(F)cc2Cl)c2c(c1)N(c1c(Cl)cccc1Cl)C(=O)NC2. Reaction SMILES: [Cl:1][c:2]1[c:3](-[c:9]2[c:10]3[c:15]([cH:16][c:17]([CH2:19][N:20]4[CH:21]5[CH2:22][N:23]([CH:27]([CH3:28])[CH3:29])[CH:24]([CH2:25]4)[CH2:26]5)[cH:18]2)[N:14]([c:30]2[c:31]([Cl:37])[cH:32][cH:33][cH:34][c:35]2[Cl:36])[C:13](=[O:38])[N:12]([CH2:39][c:40]2[cH:41][cH:42][c:43]([O:44][CH3:45])[cH:46][cH:47]2)[CH2:11]3)[cH:4][cH:5][c:6]([F:8])[cH:7]1.[Na+:49].[OH-:48].[OH:50][C:51]([C:52]([F:53])([F:54])[F:55])=[O:56]>>[Cl:1][c:2]1[c:3](-[c:9]2[c:10]3[c:15]([cH:16][c:17]([CH2:19][N:20]4[CH:21]5[CH2:22][N:23]([CH:27]([CH3:28])[CH3:29])[CH:24]([CH2:25]4)[CH2:26]5)[cH:18]2)[N:14]([c:30]2[c:31]([Cl:37])[cH:32][cH:33][cH:34][c:35]2[Cl:36])[C:13](=[O:38])[NH:12][CH2:11]3)[cH:4][cH:5][c:6]([F:8])[cH:7]1. Reactants: [OH-].[Na+] (NaOH), FC1=C(C(=CC=C1)F)O (2,6-difluorophenol), C1N2CN3CN1CN(C2)C3 (hexamethylenetetramine), Cl (HCl). Run in FC(C(=O)O)(F)F (trifluoroacetic acid). Conditions: time 3 hour. Yields the product FC=1C=C(C=O)C=C(C1O)F (3,5-Difluoro-4-hydroxybenzaldehyde). The yield is 99.0%. RXN SMILES: [F:1][C:2]1[CH:7]=[CH:6][CH:5]=[C:4]([F:8])[C:3]=1[OH:9].[CH2:10]1N2CN3CN(C2)CN1C3.Cl.[OH-:21].[Na+]>FC(F)(F)C(O)=O>[F:1][C:2]1[CH:7]=[C:6]([CH:5]=[C:4]([F:8])[C:3]=1[OH:9])[CH:10]=[O:21] |f:3.4|. Procedure: A solution of 2,6-difluorophenol (5.00 g, 38.43 mmol) and hexamethylenetetramine (HMTA) (5.93 g, 42.30 mmol) in trifluoroacetic acid (TFA) (50 ml) was heated under reflux 16 h. The reaction mixture was cooled to room temperature, poured on to HCl (150 ml 4 M) and stirred for 3 hours and brought to pH 3 via the addition of NaOH solution (5 M). The organic phase was extracted in to diethyl ether (4×100 ml), the combined ethereal extracts dried (MgSO4) and the solvent removed in vacuo. The residue ...